This data is from the Open Reaction Database (ORD), a public repository of structured organic reaction records. The task is: describe an organic reaction: reactants, conditions, products, and yield Starting materials: OCCOC1=CC=C(C(=O)O)C=C1 (p-(2-hydroxyethoxy)-benzoic acid), C(C(=C)C)(=O)O (methacrylic acid), C1(=CC=C(C=C1)S(=O)(=O)O)C (p-toluenesulfonic acid), C1(O)=CC=C(O)C=C1 (hydroquinone). Run in C(Cl)(Cl)Cl (CHCl3), O (water). Yields the product CC(C(=O)OCCOC1=CC=C(C(=O)O)C=C1)=C (4-[2-(2-methylpropenoyloxy)-ethoxy]-benzoic acid). RXN SMILES: [OH:1][CH2:2][CH2:3][O:4][C:5]1[CH:13]=[CH:12][C:8]([C:9]([OH:11])=[O:10])=[CH:7][CH:6]=1.[C:14](O)(=[O:18])[C:15]([CH3:17])=[CH2:16].C1(C)C=CC(S(O)(=O)=O)=CC=1.C1(C=CC(O)=CC=1)O>C(Cl)(Cl)Cl.O>[CH3:17][C:15](=[CH2:16])[C:14]([O:1][CH2:2][CH2:3][O:4][C:5]1[CH:13]=[CH:12][C:8]([C:9]([OH:11])=[O:10])=[CH:7][CH:6]=1)=[O:18]. Procedure: 50 g of p-(2-hydroxyethoxy)-benzoic acid, 130 g of methacrylic acid, 5 g of p-toluenesulfonic acid and 5 g of hydroquinone as an inhibitor are dissolved in 200 ml of CHCl3 and the solution is refluxed in a 500 ml flask, fitted with a water separator and reflux condenser, until about 6 ml of water have separated out (about 20 hours). The cooled solution is introduced into about 1 liter of ether and is washed with 5 portions of water each of about 200 ml. After drying the solution with Na2SO4, the... The reactants are CCOP(=O)(Cc1nc(CC)sc1C)OCC, COCOc1nn(-c2ccccc2)cc1C=O, [H-], [Na+], C1CCOC1, O. Yields the product CCc1nc(C=Cc2cn(-c3ccccc3)nc2OCOC)c(C)s1. Reaction SMILES: [CH2:1]([CH3:2])[c:3]1[s:4][c:5]([CH3:17])[c:6]([CH2:8][P:9](=[O:10])([O:11][CH2:12][CH3:13])[O:14][CH2:15][CH3:16])[n:7]1.[CH3:20][O:21][CH2:22][O:23][c:24]1[n:25][n:26](-[c:31]2[cH:32][cH:33][cH:34][cH:35][cH:36]2)[cH:27][c:28]1[CH:29]=[O:30].[H-:18].[Na+:19].[O:38]1[CH2:39][CH2:40][CH2:41][CH2:42]1.[OH2:37]>>[CH2:1]([CH3:2])[c:3]1[s:4][c:5]([CH3:17])[c:6]([CH:8]=[CH:29][c:28]2[c:24]([O:23][CH2:22][O:21][CH3:20])[n:25][n:26](-[c:31]3[cH:32][cH:33][cH:34][cH:35][cH:36]3)[cH:27]2)[n:7]1. The reactants are CCC1(OC(C)=O)CCCC1, C[Si](C)(C)[N-][Si](C)(C)C, CCCCCC, O=CC1CC2C=CC1C2, [Cl-], [Li+], [NH4+], C1CCOC1. Yields the product CCC1(OC(=O)CC(O)C2CC3C=CC2C3)CCCC1. RXN SMILES: [C:11]([CH3:12])(=[O:13])[O:14][C:15]1([CH2:20][CH3:21])[CH2:16][CH2:17][CH2:18][CH2:19]1.[CH3:1][Si:2]([N-:3][Si:4]([CH3:5])([CH3:6])[CH3:7])([CH3:8])[CH3:9].[CH3:38][CH2:39][CH2:40][CH2:41][CH2:42][CH3:43].[CH:22]12[CH:23]([CH:29]=[O:30])[CH2:24][CH:25]([CH:26]=[CH:27]1)[CH2:28]2.[Cl-:31].[Li+:10].[NH4+:32].[O:33]1[CH2:34][CH2:35][CH2:36][CH2:37]1>>[C:11]([CH2:12][CH:29]([CH:23]1[CH:22]2[CH:27]=[CH:26][CH:25]([CH2:24]1)[CH2:28]2)[OH:30])(=[O:13])[O:14][C:15]1([CH2:20][CH3:21])[CH2:16][CH2:17][CH2:18][CH2:19]1. Starting materials: intermediate 1, N1C=CC=2C1=NC=C(C2)C=2C=C(C=CC2)NS(=O)(=O)C (N-(3-(1H-pyrrolo[2,3-b]pyridin-5-yl)phenyl)methanesulfonamide), IN1C(CCC1=O)=O (N-iodo succinimide). Run in CC(=O)C (acetone). The product is IC1=CNC2=NC=C(C=C21)C=2C=C(C=CC2)NS(=O)(=O)C (N-(3-(3-iodo-1H-pyrrolo[2,3-b]pyridin-5-yl)phenyl)methanesulfonamide). Yield: 48.4%. As a reaction SMILES: [NH:1]1[C:5]2=[N:6][CH:7]=[C:8]([C:10]3[CH:11]=[C:12]([NH:16][S:17]([CH3:20])(=[O:19])=[O:18])[CH:13]=[CH:14][CH:15]=3)[CH:9]=[C:4]2[CH:3]=[CH:2]1.[I:21]N1C(=O)CCC1=O>CC(C)=O>[I:21][C:3]1[C:4]2[C:5](=[N:6][CH:7]=[C:8]([C:10]3[CH:11]=[C:12]([NH:16][S:17]([CH3:20])(=[O:18])=[O:19])[CH:13]=[CH:14][CH:15]=3)[CH:9]=2)[NH:1][CH:2]=1. Procedure details: Using similar reaction conditions as described in step i of intermediate 1, N-(3-(1H-pyrrolo[2,3-b]pyridin-5-yl)phenyl)methanesulfonamide (800 mg, 3 mmol) was iodinated with N-iodo succinimide (764 mg, 3 mmol) in acetone (5 ml) to afford 600 mg (50% yield) of the pure product. LCMS: m/z=413.4 (M+1). The reactants are C(C1=CC=CC=C1)C1(CCC(CC1)=O)N(C)C (4-benzyl-4-dimethylamino-cyclohexanone), C(C)(=O)O (acetic acid), C(C)(=O)O[BH-](OC(C)=O)OC(C)=O.[Na+] (sodium triacetoxyborohydride), solid, N1C=C(C2=CC=CC=C12)CN (C-(1H-indol-3-yl)-methylamine), Cl (hydrochloric acid). As a reaction SMILES: [NH:1]1[C:9]2[C:4](=[CH:5][CH:6]=[CH:7][CH:8]=2)[C:3]([CH2:10][NH2:11])=[CH:2]1.[CH2:12]([C:19]1([N:26]([CH3:28])[CH3:27])[CH2:24][CH2:23][C:22](=O)[CH2:21][CH2:20]1)[C:13]1[CH:18]=[CH:17][CH:16]=[CH:15][CH:14]=1.C(O)(=O)C.C(O[BH-](OC(=O)C)OC(=O)C)(=O)C.[Na+].[ClH:47]>ClCCCl.CC(=O)CC.C(O)C.O>[ClH:47].[ClH:47].[CH2:12]([C:19]1([N:26]([CH3:27])[CH3:28])[CH2:24][CH2:23][CH:22]([NH:11][CH2:10][C:3]2[C:4]3[C:9](=[CH:8][CH:7]=[CH:6][CH:5]=3)[NH:1][CH:2]=2)[CH2:21][CH2:20]1)[C:13]1[CH:18]=[CH:17][CH:16]=[CH:15][CH:14]=1 |f:3.4,7.8,10.11.12|. Solvent: CC(CC)=O.C(C)O (2-butanone ethanol), O (water), ClCCCl (1,2-dichloroethane). Procedure: 292 mg C-(1H-indol-3-yl)-methylamine were partly dissolved in dry 1,2-dichloroethane (10 ml) under argon. After addition of 463 mg 4-benzyl-4-dimethylamino-cyclohexanone (see example 3), glacial acetic acid (4 mmol) and sodium triacetoxyborohydride (550 mg), the suspension was stirred for 72 hours at room temperature. For working up, water (10 ml) was added to the reaction mixture. The organic phase was separated off and the aqueous phase was extracted twice with ether and then rendered strongly... Reaction conditions: time 72 hour. The product is Cl.Cl.C(C1=CC=CC=C1)C1(CCC(CC1)NCC1=CNC2=CC=CC=C12)N(C)C (1-benzyl-N′-(1H-indol-3-ylmethyl)-N,N-dimethylcyclohexane-1,4-diamine dihydrochloride). The reactants are ClC=1C=CC(=C(CNC(=O)[C@H](CC)NC(OC(C)(C)C)=O)C1)N1N=NN=C1 (tert-butyl (1S)-1-({[5-chloro-2-(1H-tetraazol-1-yl)benzyl]amino}carbonyl)propylcarbamate), Cl (HCl), Cl.O1CCOCC1 (HCl dioxane), CO (MeOH). The solvent is CCOC(=O)C (EtOAc), O1CCOCC1 (dioxane). Reaction conditions: time 30 minute. Yields the product N[C@H](C(=O)NCC1=C(C=CC(=C1)Cl)N1N=NN=C1)CC ((2S)-2-amino-N-[5-chloro-2-(1H-tetraazol-1-yl)benzyl]butanamide). As a reaction SMILES: [Cl:1][C:2]1[CH:3]=[CH:4][C:5]([N:23]2[CH:27]=[N:26][N:25]=[N:24]2)=[C:6]([CH:22]=1)[CH2:7][NH:8][C:9]([C@@H:11]([NH:14]C(=O)OC(C)(C)C)[CH2:12][CH3:13])=[O:10].Cl.CO.Cl.O1CCOCC1>CCOC(C)=O.O1CCOCC1>[NH2:14][C@@H:11]([CH2:12][CH3:13])[C:9]([NH:8][CH2:7][C:6]1[CH:22]=[C:2]([Cl:1])[CH:3]=[CH:4][C:5]=1[N:23]1[CH:27]=[N:26][N:25]=[N:24]1)=[O:10] |f:3.4|. Procedure details: To a stirred solution of tert-butyl (1S)-1-({[5-chloro-2-(1H-tetraazol-1-yl)benzyl]amino}carbonyl)propylcarbamate (237 mg, 0.60 mmol) in EtOAc (3.5 mL) at rt was added 4 M HCl in dioxane (0.6 mL, excess). After 30 min, a small amount of MeOH was added to keep product in solution. After 3 h, another 0.6 mL of 4 M HCl/dioxane was added and continued to stir overnight at rt. Solvent was removed in vacuo to give the title compound as a foamy yellow solid. LCMS (M+H): 295.0. 1H NMR (400 MHz, CD3OD): ...